From a dataset of the Open Reaction Database (ORD), a public repository of structured organic reaction records. describe an organic reaction: reactants, conditions, products, and yield Starting materials: CSC=1C=C(OC2=C(C(=O)O)C=CC=N2)C=CC1 (2-(3-Methylsulfanyl-phenoxy)-nicotinic acid), NCC1=CC=C(C=C1)C(C)(C)O (2-(4-Aminomethyl-phenyl)-propan-2-ol), O.ON1N=NC2=C1C=CC=C2 (1-hydroxybenzotriazole hydrate), Cl.C(C)N=C=N (3-ethylcarbodiimide hydrochloride). Run in CN(C=O)C (dimethylformamide), O (water). Product: OC(C)(C)C1=CC=C(CNC(C2=C(N=CC=C2)OC2=CC(=CC=C2)SC)=O)C=C1 (N-[4-(1-Hydroxy-1-methyl-ethyl)-benzyl]-2-(3-methylsulfanyl-phenoxy)-nicotinamide). Yield: 14.1%. Reaction SMILES: [CH3:1][S:2][C:3]1[CH:4]=[C:5]([CH:16]=[CH:17][CH:18]=1)[O:6][C:7]1[N:15]=[CH:14][CH:13]=[CH:12][C:8]=1[C:9]([OH:11])=O.[NH2:19][CH2:20][C:21]1[CH:26]=[CH:25][C:24]([C:27]([OH:30])([CH3:29])[CH3:28])=[CH:23][CH:22]=1.O.ON1C2C=CC=CC=2N=N1.Cl.C(N=C=N)C>CN(C)C=O.O>[OH:30][C:27]([C:24]1[CH:25]=[CH:26][C:21]([CH2:20][NH:19][C:9](=[O:11])[C:8]2[CH:12]=[CH:13][CH:14]=[N:15][C:7]=2[O:6][C:5]2[CH:16]=[CH:17][CH:18]=[C:3]([S:2][CH3:1])[CH:4]=2)=[CH:22][CH:23]=1)([CH3:29])[CH3:28] |f:2.3,4.5|. Reported procedure: To a stirred solution 2-(3-Methylsulfanyl-phenoxy)-nicotinic acid (2.5 grams, 9.58 mmole), 2-(4-Aminomethyl-phenyl)-propan-2-ol (1.896 grams, 11.50 mmole) and 1-hydroxybenzotriazole hydrate (1.55 grams, 11.50 mmole) in dry dimethylformamide (60 ml) was added 1-(3-dimethylamino)-propyl)-3-ethylcarbodiimide hydrochloride (2.39 grams, 12.45 mmole) and stirred over night. The mixture was diluted with 300 ml water and extracted with ethyl acetate. The combined organics were washed with water and brin... The reactants are [H-].[Na+] (NaH), C1(=CC=CC=C1)C1(CCCCCC1)N1CCC(CC1)N1C(NC2=C1C=CC=C2)=O (1-[1-(1-phenylcycloheptyl)-4-piperidyl]-1,3-dihydro-2H-1,3-benzimidazol-2-one), IC (iodomethane). Solvent: C(Cl)Cl (CH2Cl2), CN(C)C=O (DMF). Run at time 30 minute. Yields the product CN1C(N(C2=C1C=CC=C2)C2CCN(CC2)C2(CCCCCC2)C2=CC=CC=C2)=O (3-Methyl-1-[1-( 1-phenylcycloheptyl)-4-piperidinyl]-1,3-dihydro-2H-1,3-benzimidazol-2-one). Yield: 69.0%. RXN SMILES: [C:1]1([C:7]2([N:14]3[CH2:19][CH2:18][CH:17]([N:20]4[C:24]5[CH:25]=[CH:26][CH:27]=[CH:28][C:23]=5[NH:22][C:21]4=[O:29])[CH2:16][CH2:15]3)[CH2:13][CH2:12][CH2:11][CH2:10][CH2:9][CH2:8]2)[CH:6]=[CH:5][CH:4]=[CH:3][CH:2]=1.[H-].[Na+].I[CH3:33]>CN(C=O)C.C(Cl)Cl>[CH3:33][N:22]1[C:23]2[CH:28]=[CH:27][CH:26]=[CH:25][C:24]=2[N:20]([CH:17]2[CH2:18][CH2:19][N:14]([C:7]3([C:1]4[CH:2]=[CH:3][CH:4]=[CH:5][CH:6]=4)[CH2:13][CH2:12][CH2:11][CH2:10][CH2:9][CH2:8]3)[CH2:15][CH2:16]2)[C:21]1=[O:29] |f:1.2|. Procedure details: To a stirred suspension of 1-[1-(1-phenylcycloheptyl)-4-piperidyl]-1,3-dihydro-2H-1,3-benzimidazol-2-one (116 mg, 0.298 mmol) in DMF (1 ml) was added NaH (60% oil suspension, 18 mg, 0.447 mmol) at rt. After 30 min stirring at rt, iodomethane (22.3 μl, 0.358 mmol) was added to the reaction mixture at rt. After 15 min stirring at rt, the reaction mixture was diluted with CH2Cl2, washed with water and brine, dried (Na2SO4), filtered, and concentrated to give pale yellow solid, which was purified by... Reactants: COC1C(=O)OC(C1)=O (2-methoxysuccinic acid anhydride), ClC=1C=C(N)C=C(C1)Cl (3,5-dichloroaniline). The solvent is C=1(C(=CC=CC1)C)C (xylene). Yields the product ClC=1C=C(C=C(C1)Cl)N=C(C(CC(=O)O)OC)O (2-methoxysuccinic acid N-(3,5-dichlorophenyl) imide). Yield: 75.0%. Reaction SMILES: [CH3:1][O:2][CH:3]1[CH2:8][C:7](=[O:9])[O:6][C:4]1=[O:5].[Cl:10][C:11]1[CH:12]=[C:13]([CH:15]=[C:16]([Cl:18])[CH:17]=1)[NH2:14]>C1(C)C(C)=CC=CC=1>[Cl:10][C:11]1[CH:12]=[C:13]([N:14]=[C:4]([OH:5])[CH:3]([O:2][CH3:1])[CH2:8][C:7]([OH:6])=[O:9])[CH:15]=[C:16]([Cl:18])[CH:17]=1. Reported procedure: 130 g (1 mole) of 2-methoxysuccinic acid anhydride and 162 g (1 mole) of 3,5-dichloroaniline are heated under reflux for three hours, in 1500 ml of xylene. The resulting water is azeotropically separated off by means of a water separator. The xylene is then distilled off and the crude product is recrystallized from methanol/water. Melting point: 125° to 126° C.; yield: 75% of the theoretical yield. Reported procedure: This material was prepared from 6-methoxy-1,2-dimethyl-1H-indole-3-carboxylic acid 16c (0.483 g, 2.20 mmole) with 2.0 M oxalyl chloride in CH2Cl2 (2.2 ml, 4.4 mmole) and 3-morpholin-4-ylpropylamine in a manner as previously described for example 16d to give a white solid (0.445 g, 59%). 1H NMR (300 MHz, CDCl3) δ7.60 (1H, d, J=8.6 Hz), 6.82 (1H, dd, J=2.3, 8.6 Hz), 6.77 (1H, d, J=2.3 Hz), 6.71 (1H, s), 3.87 (3H, s), 3.62 (3H, s), 3.57 (6H, m), 2.69 (3H, s), 2.50 (2H, t, J=6.6 Hz), 2.43 (4H, m), 1... Isolated yield 59.0%. RXN SMILES: [CH3:1][N:2]1[C:10]2[C:5](=[CH:6][CH:7]=[C:8]([O:11][CH3:12])[CH:9]=2)[C:4]([C:13]([OH:15])=O)=[C:3]1[CH3:16].C(Cl)(=O)C(Cl)=O.C(Cl)Cl.[N:26]1([CH2:32][CH2:33][CH2:34][NH2:35])[CH2:31][CH2:30][O:29][CH2:28][CH2:27]1>>[CH3:12][O:11][C:8]1[CH:9]=[C:10]2[C:5]([C:4]([C:13]([NH:35][CH2:34][CH2:33][CH2:32][N:26]3[CH2:31][CH2:30][O:29][CH2:28][CH2:27]3)=[O:15])=[C:3]([CH3:16])[N:2]2[CH3:1])=[CH:6][CH:7]=1. The product is COC1=CC=C2C(=C(N(C2=C1)C)C)C(=O)NCCCN1CCOCC1 (6-Methoxy-1,2-dimethyl-N(3-morpholin-4-ylpropyl)-1H-indole-3-carboxamide). Reactants: CN1C(=C(C2=CC=C(C=C12)OC)C(=O)O)C (1,2-dimethyl-6-methoxy1H-indole-3-carboxylic acid), C(C(=O)Cl)(=O)Cl (oxalyl chloride), C(Cl)Cl (CH2Cl2), N1(CCOCC1)CCCN (3-morpholin-4-ylpropylamine).